Dataset: the Open Reaction Database (ORD), a public repository of structured organic reaction records. Task: describe an organic reaction: reactants, conditions, products, and yield Reactants: C[Si](C)(C)I, O=C(CCC(Nc1ncnc2cc(C(=O)N3CCCC3)c(Cl)cc12)c1nc2cc(Cl)ccc2[nH]1)OCc1ccccc1. Product: O=C(O)CCC(Nc1ncnc2cc(C(=O)N3CCCC3)c(Cl)cc12)c1nc2cc(Cl)ccc2[nH]1. RXN SMILES: [CH3:43][Si:44]([I:45])([CH3:46])[CH3:47].[Cl:1][c:2]1[cH:3][c:4]2[c:5]([NH:19][CH:20]([CH2:21][CH2:22][C:23](=[O:24])[O:25][CH2:26][c:27]3[cH:28][cH:29][cH:30][cH:31][cH:32]3)[c:33]3[n:34][c:35]4[c:36]([nH:37]3)[cH:38][cH:39][c:40]([Cl:42])[cH:41]4)[n:6][cH:7][n:8][c:9]2[cH:10][c:11]1[C:12](=[O:13])[N:14]1[CH2:15][CH2:16][CH2:17][CH2:18]1>>[Cl:1][c:2]1[cH:3][c:4]2[c:5]([NH:19][CH:20]([CH2:21][CH2:22][C:23](=[O:24])[OH:25])[c:33]3[n:34][c:35]4[c:36]([nH:37]3)[cH:38][cH:39][c:40]([Cl:42])[cH:41]4)[n:6][cH:7][n:8][c:9]2[cH:10][c:11]1[C:12](=[O:13])[N:14]1[CH2:15][CH2:16][CH2:17][CH2:18]1. Starting materials: CC(C)(C)OC(=O)N1CCCC(C(=O)c2ccccc2-c2ccccc2Cl)C1, C1CCOC1, COCCCCCl, I, [Mg]. Yields the product COCCCCC(O)(c1ccccc1-c1ccccc1Cl)C1CCCN(C(=O)OC(C)(C)C)C1. As a reaction SMILES: [C:10]([CH3:11])([CH3:12])([CH3:13])[O:14][C:15](=[O:16])[N:17]1[CH2:18][CH:19]([C:23]([c:24]2[c:25](-[c:30]3[c:31]([Cl:36])[cH:32][cH:33][cH:34][cH:35]3)[cH:26][cH:27][cH:28][cH:29]2)=[O:37])[CH2:20][CH2:21][CH2:22]1.[CH2:38]1[O:39][CH2:40][CH2:41][CH2:42]1.[Cl:3][CH2:4][CH2:5][CH2:6][CH2:7][O:8][CH3:9].[I:2].[Mg:1]>>[CH2:4]([CH2:5][CH2:6][CH2:7][O:8][CH3:9])[C:23]([CH:19]1[CH2:18][N:17]([C:15]([O:14][C:10]([CH3:11])([CH3:12])[CH3:13])=[O:16])[CH2:22][CH2:21][CH2:20]1)([c:24]1[c:25](-[c:30]2[c:31]([Cl:36])[cH:32][cH:33][cH:34][cH:35]2)[cH:26][cH:27][cH:28][cH:29]1)[OH:37]. The reactants are C(=O)C1CCOC2=CC(=CC=C12)C#N (4-formyl-3,4-dihydro-2H-chromene-7-carbonitrile), N1(CCNCC1)CCC1=CC2=C(C(OC2)=O)C=C1 (5-[2-(piperazin-1-yl)ethyl]-2-benzofuran-1(3H)-one), C(C)(=O)O[BH-](OC(C)=O)OC(C)=O.[Na+] (sodium tris(acetoxy) borohydride). Run in ClCCl (dichloromethane). Reaction conditions: time 10 minute. The product is O=C1OCC2=C1C=CC(=C2)CCN2CCN(CC2)CC2CCOC1=CC(=CC=C21)C#N (4-({4-[2-(1-Oxo-1,3-dihydro-2-benzofuran-5-yl)ethyl]piperazin-1-yl}methyl)-3,4-dihydro-2H-chromene-7-carbonitrile). RXN SMILES: [CH:1]([CH:3]1[C:12]2[C:7](=[CH:8][C:9]([C:13]#[N:14])=[CH:10][CH:11]=2)[O:6][CH2:5][CH2:4]1)=O.[N:15]1([CH2:21][CH2:22][C:23]2[CH:32]=[CH:31][C:26]3[C:27](=[O:30])[O:28][CH2:29][C:25]=3[CH:24]=2)[CH2:20][CH2:19][NH:18][CH2:17][CH2:16]1.C(O[BH-](OC(=O)C)OC(=O)C)(=O)C.[Na+]>ClCCl>[O:30]=[C:27]1[C:26]2[CH:31]=[CH:32][C:23]([CH2:22][CH2:21][N:15]3[CH2:20][CH2:19][N:18]([CH2:1][CH:3]4[C:12]5[C:7](=[CH:8][C:9]([C:13]#[N:14])=[CH:10][CH:11]=5)[O:6][CH2:5][CH2:4]4)[CH2:17][CH2:16]3)=[CH:24][C:25]=2[CH2:29][O:28]1 |f:2.3|. Procedure details: To a 12 mL reaction vial was added 4-formyl-3,4-dihydro-2H-chromene-7-carbonitrile (50 mg, 0.27 mmol), 5-[2-(piperazin-1-yl)ethyl]-2-benzofuran-1(3H)-one (66 mg, 0.27 mmol) and dichloromethane (3 mL). The solution was stirred at RT under N2 for 10 min. To above solution was added sodium tris(acetoxy) borohydride (224 mg, 1.1 mmol). The reaction was stirred at RT for 18 hours under N2, extracted with DCM, washed with brine and water. The organic phase was dried over MgSO4, filtered and purified b... The reactants are [H-].[Na+] (NaH), C(C)N(CCO)CC (N,N-diethylethanolamine), FC1=C(C(=C(C(=C1OC(=O)C=1NC2=CC=CC=C2C1NC1=CC=NC=C1)F)F)F)F (3-(pyridin-4-ylamino)-1H-indole-2-carboxylic acid pentafluorophenyl ester). Run in CO.C(C)(=O)OCC (methanol ethyl acetate), CN1C(CCC1)=O (1-methyl-2-pyrrolidinone). Reaction conditions: temperature 0 celsius. Product: C(C)N(CCOC(=O)C=1NC2=CC=CC=C2C1NC1=CC=NC=C1)CC (3-(Pyridin-4-ylamino)-1H-indole-2-carboxylic Acid 2-diethylamino-ethyl ester). Isolated yield 31.1%. Reaction SMILES: [H-].[Na+].[CH2:3]([N:5]([CH2:9][CH3:10])[CH2:6][CH2:7][OH:8])[CH3:4].FC1C([O:18][C:19]([C:21]2[NH:22][C:23]3[C:28]([C:29]=2[NH:30][C:31]2[CH:36]=[CH:35][N:34]=[CH:33][CH:32]=2)=[CH:27][CH:26]=[CH:25][CH:24]=3)=O)=C(F)C(F)=C(F)C=1F>CN1CCCC1=O.CO.C(OCC)(=O)C>[CH2:3]([N:5]([CH2:9][CH3:10])[CH2:6][CH2:7][O:8][C:19]([C:21]1[NH:22][C:23]2[C:28]([C:29]=1[NH:30][C:31]1[CH:36]=[CH:35][N:34]=[CH:33][CH:32]=1)=[CH:27][CH:26]=[CH:25][CH:24]=2)=[O:18])[CH3:4] |f:0.1,5.6|. Procedure details: Stir under N2 at 0° C. a suspension of NaH (29 mg, 0.72 mmol of 60% oil dispersion) in 1-methyl-2-pyrrolidinone (15 mL), and slowly add N,N-diethylethanolamine(0.095 mL, 0.72 mmol). Stir for 10 min and then add dropwise 3-(pyridin-4-ylamino)-1H-indole-2-carboxylic acid pentafluorophenyl ester (100 mg, 0.24 mmol). Allow the reaction to reach ambient temperature and stir overnight. Quench into water and extract with ethyl acetate. Wash the extract with water, brine, dry (MgSO4), filter and concent... Reactants: [Al+3], C1CCOC1, [H-], [H-], [H-], [H-], [Li+], [Na+], [OH-], O, CC1(C)COC(=O)C1O. The product is CC(C)(CO)C(O)CO. As a reaction SMILES: [Al+3:16].[CH2:10]1[O:11][CH2:12][CH2:13][CH2:14]1.[H-:15].[H-:18].[H-:19].[H-:20].[Li+:17].[Na+:22].[OH-:21].[OH2:23].[OH:1][CH:2]1[C:3](=[O:9])[O:4][CH2:5][C:6]1([CH3:7])[CH3:8]>>[OH:1][CH:2]([CH2:3][OH:9])[C:6]([CH2:5][OH:4])([CH3:7])[CH3:8]. Reactants: O=C1CCN(Cc2ccccc2)C1, Cl, [Na+], O=CC(O)C(O)C(O)C(O)CO, [OH-]. The product is OC1CCN(Cc2ccccc2)C1. RXN SMILES: [CH2:13]([c:14]1[cH:15][cH:16][cH:17][cH:18][cH:19]1)[N:20]1[CH2:21][C:22](=[O:25])[CH2:23][CH2:24]1.[ClH:26].[Na+:28].[O:1]=[CH:2][CH:3]([CH:4]([CH:5]([CH:6]([CH2:7][OH:8])[OH:9])[OH:10])[OH:11])[OH:12].[OH-:27]>>[CH2:13]([c:14]1[cH:15][cH:16][cH:17][cH:18][cH:19]1)[N:20]1[CH2:21][CH:22]([OH:25])[CH2:23][CH2:24]1. The reactants are O (water), 122, C(C)(=O)OO (peracetic acid), ClC1=CC2=C(N=C(N2)SC)C=C1OC1=C(C=C(C=C1)Cl)Cl (5-chloro-6-(2',4'-dichlorophenoxy)-2-methylthiobenzimidazole). The solvent is C(C)(=O)O (acetic acid). Yields the product ClC1=CC2=C(N=C(N2)S(=O)(=O)C)C=C1OC1=C(C=C(C=C1)Cl)Cl (5-chloro-6-(2',4'-dichlorophenoxy)-2-methylsulphonylbenzimidazole). Isolated yield 89.0%. Reaction SMILES: C(OO)(=[O:3])C.[Cl:6][C:7]1[C:17]([O:18][C:19]2[CH:24]=[CH:23][C:22]([Cl:25])=[CH:21][C:20]=2[Cl:26])=[CH:16][C:10]2[N:11]=[C:12]([S:14][CH3:15])[NH:13][C:9]=2[CH:8]=1.[OH2:27]>C(O)(=O)C>[Cl:6][C:7]1[C:17]([O:18][C:19]2[CH:24]=[CH:23][C:22]([Cl:25])=[CH:21][C:20]=2[Cl:26])=[CH:16][C:10]2[N:11]=[C:12]([S:14]([CH3:15])(=[O:3])=[O:27])[NH:13][C:9]=2[CH:8]=1. Reported procedure: 122 5 ml of 40% strength peracetic acid are added dropwise in the course of 30 minutes to a solution, which is kept at room temperature by cooling, of 100 g of 5-chloro-6-(2',4'-dichlorophenoxy)-2-methylthiobenzimidazole in 800 ml of glacial acetic acid, with stirring. The resulting dark red solution is stirred for a further 15 hours at room temperature. A viscous suspension forms and 4 l of demineralised water are added to this. The precipitate formed is then filtered off with suction, washed w...